The task is: describe an organic reaction: reactants, conditions, products, and yield. This data is from the Open Reaction Database (ORD), a public repository of structured organic reaction records. The reactants are CCOC(=S)S, [Cl-], CC(C)(CCl)C(=O)Cl, [K], NO, [Na+], [OH-], O, O=S(=O)(O)O. The product is CC(C)(CCl)C(=O)NO. RXN SMILES: [CH2:8]([O:9][C:10]([SH:11])=[S:12])[CH3:13].[Cl-:25].[Cl:17][CH2:18][C:19]([C:20](=[O:21])[Cl:22])([CH3:23])[CH3:24].[K:14].[NH2:6][OH:7].[Na+:16].[OH-:15].[OH2:26].[S:1]([OH:2])([OH:3])(=[O:4])=[O:5]>>[NH:6]([OH:7])[C:20]([C:19]([CH2:18][Cl:17])([CH3:23])[CH3:24])=[O:21]. The reactants are NC=1SC2=NC(=CC=C2N1)OC=1C(=CC(=C(C1)NC(C1=CC(=CC=C1)C(C)(C)C#N)=O)F)Cl (N-{5-[(2-amino[1,3]thiazolo[5,4-b]pyridin-5-yl)oxy]-4-chloro-2-fluorophenyl}-3-(1-cyano-1-methylethyl)benzamide), COCC(=O)Cl (methoxyacetyl chloride), COCC(=O)Cl (Methoxyacetyl chloride). Run in N1=CC=CC=C1 (pyridine), C(C)(=O)OCC (ethyl acetate). Run at time 2 hour. Yields the product ClC1=CC(=C(C=C1OC1=CC=C2C(=N1)SC(=N2)NC(COC)=O)NC(C2=CC(=CC=C2)C(C)(C)C#N)=O)F (N-[4-chloro-2-fluoro-5-({2-[(methoxyacetyl)amino][1,3]thiazolo[5,4-b]pyridin-5-yl}oxy)phenyl]-3-(1-cyano-1-methylethyl)benzamide). Isolated yield 65.0%. Reaction SMILES: [NH2:1][C:2]1[S:3][C:4]2[C:9]([N:10]=1)=[CH:8][CH:7]=[C:6]([O:11][C:12]1[C:13]([Cl:33])=[CH:14][C:15]([F:32])=[C:16]([NH:18][C:19](=[O:31])[C:20]3[CH:25]=[CH:24][CH:23]=[C:22]([C:26]([C:29]#[N:30])([CH3:28])[CH3:27])[CH:21]=3)[CH:17]=1)[N:5]=2.[CH3:34][O:35][CH2:36][C:37](Cl)=[O:38]>N1C=CC=CC=1.C(OCC)(=O)C>[Cl:33][C:13]1[C:12]([O:11][C:6]2[N:5]=[C:4]3[S:3][C:2]([NH:1][C:37](=[O:38])[CH2:36][O:35][CH3:34])=[N:10][C:9]3=[CH:8][CH:7]=2)=[CH:17][C:16]([NH:18][C:19](=[O:31])[C:20]2[CH:25]=[CH:24][CH:23]=[C:22]([C:26]([C:29]#[N:30])([CH3:28])[CH3:27])[CH:21]=2)=[C:15]([F:32])[CH:14]=1. Procedure: To a solution of N-{5-[(2-amino[1,3]thiazolo[5,4-b]pyridin-5-yl)oxy]-4-chloro-2-fluorophenyl}-3-(1-cyano-1-methylethyl)benzamide (100 mg, 0.207 mmol) produced in Example C52(v) in pyridine (2.0 mL) was added methoxyacetyl chloride (30 μL, 0.331 mmol), and the mixture was stirred at room temperature for 2 hr. Methoxyacetyl chloride (15 μL, 0.165 mmol) was further added, and the mixture was stirred at room temperature for 2 hr. The reaction mixture was diluted with ethyl acetate (25 mL), washed wi... Starting materials: CC(C)(C)CC1NC(C(=O)Nc2ccc(C#N)cc2)C(c2cccc(Cl)c2F)C12C(=O)Nc1c2ccc(Cl)c1F, CS(C)=O, [Na+], [OH-], OO. Yields the product CC(C)(C)CC1NC(C(=O)Nc2ccc(C(N)=O)cc2)C(c2cccc(Cl)c2F)C12C(=O)Nc1c2ccc(Cl)c1F. RXN SMILES: [C:1](#[N:2])[c:3]1[cH:4][cH:5][c:6]([NH:9][C:10](=[O:11])[CH:12]2[CH:13]([c:33]3[c:34]([F:40])[c:35]([Cl:39])[cH:36][cH:37][cH:38]3)[C:14]3([C:15](=[O:25])[NH:16][c:17]4[c:18]([F:24])[c:19]([Cl:23])[cH:20][cH:21][c:22]43)[CH:26]([CH2:28][C:29]([CH3:30])([CH3:31])[CH3:32])[NH:27]2)[cH:7][cH:8]1.[CH3:45][S:46]([CH3:47])=[O:48].[Na+:44].[OH-:43].[OH:41][OH:42]>>[C:1]([NH2:2])([c:3]1[cH:4][cH:5][c:6]([NH:9][C:10](=[O:11])[CH:12]2[CH:13]([c:33]3[c:34]([F:40])[c:35]([Cl:39])[cH:36][cH:37][cH:38]3)[C:14]3([C:15](=[O:25])[NH:16][c:17]4[c:18]([F:24])[c:19]([Cl:23])[cH:20][cH:21][c:22]43)[CH:26]([CH2:28][C:29]([CH3:30])([CH3:31])[CH3:32])[NH:27]2)[cH:7][cH:8]1)=[O:41]. The reactants are C(C)(=O)OC1C(N(C1C1=CC=CC=C1)C(C(=O)OC)CCO[Si](C1=CC=CC=C1)(C1=CC=CC=C1)C(C)(C)C)=O (methyl 3-acetoxy-α-[[(t-butyldiphenylsilyl)oxy]ethyl]-2-oxo-4-phenyl-1-azetidineacetate), N1=CC=CC=C1 (pyridine), C1CCOC1 (THF). Product: C(C)(=O)O[C@H]1C(N([C@H]1C1=CC=CC=C1)C(C(=O)OC)C(C)O)=O (methyl (3R, 4S)-3-acetoxy-α-[(1-hydroxy)ethyl]-2-oxo-4-phenyl-1-azetidineacetate). As a reaction SMILES: [C:1]([O:4][CH:5]1[CH:8]([C:9]2[CH:14]=[CH:13][CH:12]=[CH:11][CH:10]=2)[N:7]([CH:15]([CH2:20][CH2:21]O[Si](C(C)(C)C)(C2C=CC=CC=2)C2C=CC=CC=2)[C:16]([O:18][CH3:19])=[O:17])[C:6]1=[O:40])(=[O:3])[CH3:2].N1C=CC=CC=1.C1C[O:50]CC1>>[C:1]([O:4][C@@H:5]1[C@H:8]([C:9]2[CH:14]=[CH:13][CH:12]=[CH:11][CH:10]=2)[N:7]([CH:15]([CH:20]([OH:50])[CH3:21])[C:16]([O:18][CH3:19])=[O:17])[C:6]1=[O:40])(=[O:3])[CH3:2]. Procedure details: The diastereomeric mixture of Example 2 (444 mg, 0.793 mmol) in anhydrous THF (4 mL) was treated with HF/pyridine (4.4M, 1.80 mL, 7.93 mmol) at room temperature for 5 days. Quench and work up as in the above Example 5, followed by chromatography (40% ethyl acetate/hexane) gave title compound as a white solid. (139 mg, 54%). Starting materials: BrC1=CC=C(C=C1)C(C=CC1=CC=CC=C1)=O (1-(4-bromophenyl)-3-phenylprop-2-en-1-one), C(CC(=O)OCC)(=O)OCC (diethyl malonate). The product is BrC1=CC=C(C=C1)C(CC(C1=CC=CC=C1)C(C(=O)OCC)C(=O)OCC)=O (diethyl 2-[3-(4-bromophenyl)-3-oxo-1-phenylpropyl]malonate). As a reaction SMILES: [Br:1][C:2]1[CH:7]=[CH:6][C:5]([C:8](=[O:17])[CH:9]=[CH:10][C:11]2[CH:16]=[CH:15][CH:14]=[CH:13][CH:12]=2)=[CH:4][CH:3]=1.[C:18]([O:26][CH2:27][CH3:28])(=[O:25])[CH2:19][C:20]([O:22][CH2:23][CH3:24])=[O:21]>>[Br:1][C:2]1[CH:3]=[CH:4][C:5]([C:8](=[O:17])[CH2:9][CH:10]([CH:19]([C:20]([O:22][CH2:23][CH3:24])=[O:21])[C:18]([O:26][CH2:27][CH3:28])=[O:25])[C:11]2[CH:12]=[CH:13][CH:14]=[CH:15][CH:16]=2)=[CH:6][CH:7]=1. Reported procedure: By a procedure similar to that of example 1.59.2, starting from 1-(4-bromophenyl)-3-phenylprop-2-en-1-one and diethyl malonate, diethyl 2-[3-(4-bromophenyl)-3-oxo-1-phenylpropyl]malonate was obtained as colourless solid. Starting materials: NC1=NN=NN1 (5-Aminotetrazole), Cl (hydrochloric acid), FC1=CC=C(C=C1)C1=C(C=C(S1)C(=O)O)C1=CC=C(C=C1)S(=O)(=O)C (5-(4-fluorophenyl)-4-[4-(methylsulfonyl)phenyl]thiophene-2-carboxylic acid), C(=O)(N1C=NC=C1)N1C=NC=C1 (1,1'-carbonyldiimidazole). Solvent: O1CCCC1 (tetrahydrofuran), O (water). Product: N1N=NN=C1NC(=O)C=1SC(=C(C1)C1=CC=C(C=C1)S(=O)(=O)C)C1=CC=C(C=C1)F (N-(5-tetrazolyl)-5-(4-fluorophenyl)-4-[4-(methylsulfonyl)phenyl]thiophene-2-carboxamide). Isolated yield 78.9%. Reaction SMILES: [F:1][C:2]1[CH:7]=[CH:6][C:5]([C:8]2[S:12][C:11]([C:13](O)=[O:14])=[CH:10][C:9]=2[C:16]2[CH:21]=[CH:20][C:19]([S:22]([CH3:25])(=[O:24])=[O:23])=[CH:18][CH:17]=2)=[CH:4][CH:3]=1.C(N1C=CN=C1)(N1C=CN=C1)=O.[NH2:38][C:39]1[NH:43][N:42]=[N:41][N:40]=1.Cl>O1CCCC1.O>[NH:40]1[C:39]([NH:38][C:13]([C:11]2[S:12][C:8]([C:5]3[CH:6]=[CH:7][C:2]([F:1])=[CH:3][CH:4]=3)=[C:9]([C:16]3[CH:21]=[CH:20][C:19]([S:22]([CH3:25])(=[O:24])=[O:23])=[CH:18][CH:17]=3)[CH:10]=2)=[O:14])=[N:43][N:42]=[N:41]1. Procedure: A mixture of 5-(4-fluorophenyl)-4-[4-(methylsulfonyl)phenyl]thiophene-2-carboxylic acid (1.0 g) and 1,1'-carbonyldiimidazole (0.45 g) in tetrahydrofuran (15 ml) was refluxed for 1.5 hours. 5-Aminotetrazole (0.226 g) was added and the mixture was refluxed for 3 hours. The mixture was diluted with water (50 ml), acidified with hydrochloric acid, and cooled in an ice-water bath. The precipitates were collected and recrystallized from ethanol to give colorless crystals of N-(5-tetrazolyl)-5-(4-fluor... Starting materials: N[C@@H](CCCNC(OC(C)(C)C)=O)C(=O)NC=1C=NN(C1NC(C1=CC=CC=C1)(C1=CC=CC=C1)C1=CC=CC=C1)C (tert-butyl (4S)-4-amino-5-{[1-methyl-5-(tritylamino)-1H-pyrazol-4-yl]amino}-5-oxopentylcarbamate), C(C)(C)(C)OC(=O)NCC(=O)ON1C(CCC1=O)=O (N-[2-(tert-butoxycarbonylamino)acetoxy]-succinimide), C(Cl)(Cl)Cl (chloroform). Solvent: O1CCCC1 (tetrahydrofuran). Run at time 6 hour. Product: C(C)(C)(C)OC(=O)NCC(=O)N[C@@H](CCCNC(OC(C)(C)C)=O)C(=O)NC=1C=NN(C1NC(C1=CC=CC=C1)(C1=CC=CC=C1)C1=CC=CC=C1)C (tert-butyl (4S)-4-{[2-(tert-butoxycarbonylamino)acetyl]amino}-5-{[1-methyl-5-(tritylamino)-1H-pyrazol-4-yl]amino}-5-oxopentylcarbamate). The yield is 96.2%. RXN SMILES: [NH2:1][C@H:2]([C:14]([NH:16][C:17]1[CH:18]=[N:19][N:20]([CH3:42])[C:21]=1[NH:22][C:23]([C:36]1[CH:41]=[CH:40][CH:39]=[CH:38][CH:37]=1)([C:30]1[CH:35]=[CH:34][CH:33]=[CH:32][CH:31]=1)[C:24]1[CH:29]=[CH:28][CH:27]=[CH:26][CH:25]=1)=[O:15])[CH2:3][CH2:4][CH2:5][NH:6][C:7](=[O:13])[O:8][C:9]([CH3:12])([CH3:11])[CH3:10].[C:43]([O:47][C:48]([NH:50][CH2:51][C:52](ON1C(=O)CCC1=O)=[O:53])=[O:49])([CH3:46])([CH3:45])[CH3:44].C(Cl)(Cl)Cl>O1CCCC1>[C:43]([O:47][C:48]([NH:50][CH2:51][C:52]([NH:1][C@H:2]([C:14]([NH:16][C:17]1[CH:18]=[N:19][N:20]([CH3:42])[C:21]=1[NH:22][C:23]([C:36]1[CH:41]=[CH:40][CH:39]=[CH:38][CH:37]=1)([C:30]1[CH:35]=[CH:34][CH:33]=[CH:32][CH:31]=1)[C:24]1[CH:25]=[CH:26][CH:27]=[CH:28][CH:29]=1)=[O:15])[CH2:3][CH2:4][CH2:5][NH:6][C:7](=[O:13])[O:8][C:9]([CH3:12])([CH3:11])[CH3:10])=[O:53])=[O:49])([CH3:46])([CH3:45])[CH3:44]. Reported procedure: To a solution of tert-butyl (4S)-4-amino-5-{[1-methyl-5-(tritylamino)-1H-pyrazol-4-yl]amino}-5-oxopentylcarbamate (1.71 g) in tetrahydrofuran (30 ml) was added N-[2-(tert-butoxycarbonylamino)acetoxy]-succinimide (820 mg). The mixture was stirred at room temperature for 6 hours. To the reaction mixture was added chloroform (50 ml). The mixture was washed successively with 10% aqueous citric acid solution, brine and saturated aqueous sodium hydrogencarbonate solution. The organic layer was dried o...